From a dataset of the Open Reaction Database (ORD), a public repository of structured organic reaction records. describe an organic reaction: reactants, conditions, products, and yield The product is C(C#C)(=O)OCCCCOC1=C(C=CC=C1)C (4-(2-methylphenoxy)butyl propiolate). Procedure details: A mixture of 10 g of propiolic acid, 12 g of anhydrous sodium bicarbonate in 150 ml of anhydrous methanol was heated to 40° C. with stirring. When evolution of carbon dioxide ceased, the reaction mixture was cooled to a temperature 10° C. or less. The resultant precipitate was collected and dried under reduced pressure for two days. A mixture of 1 g of the sodium propiolate thus obtained and 2.64 g of 4-(2-methylphenoxy)butyl bromide in 30 ml of anhydrous N,N-dimethylformamide was heated at 110°... As a reaction SMILES: [C:1]([OH:5])(=[O:4])[C:2]#[CH:3].C(=O)(O)[O-].[Na+].C(=O)=O.[CH3:14][C:15]1[CH:26]=[CH:25][CH:24]=[CH:23][C:16]=1[O:17][CH2:18][CH2:19][CH2:20][CH2:21]Br>CO.CN(C)C=O>[C:1]([O:5][CH2:21][CH2:20][CH2:19][CH2:18][O:17][C:16]1[CH:23]=[CH:24][CH:25]=[CH:26][C:15]=1[CH3:14])(=[O:4])[C:2]#[CH:3] |f:1.2|. Run at temperature 40 celsius. Isolated yield 37.2%. The solvent is CN(C=O)C (N,N-dimethylformamide), CO (methanol). The reactants are CC1=C(OCCCCBr)C=CC=C1 (4-(2-methylphenoxy)butyl bromide), ice water, C(C#C)(=O)O (propiolic acid), C([O-])(O)=O.[Na+] (sodium bicarbonate), C(=O)=O (carbon dioxide). The reactants are ClC(C=1OC2=C(C1C)C=C(C=C2)C)C2CCCCC2 (2-[chloro(cyclohexyl)methyl]-3,5-dimethyl-1-benzofuran), C([O-])([O-])=O.[Na+].[Na+] (sodium carbonate), Cl (Hydrochloric acid), NC1=CC=C(C=C1)C(=O)N(CCC(=O)OCC)C (ethyl 3-{[(4-aminophenyl)carbonyl](methyl)amino}propanoate), [I-].[Na+] (sodium iodide). The solvent is CN(C=O)C (N,N-dimethylformamide). Run at temperature 80 celsius, time 5 hour. Yields the product C1(CCCCC1)C(C=1OC2=C(C1C)C=C(C=C2)C)NC2=CC=C(C=C2)C(=O)N(CCC(=O)OCC)C (ethyl 3-{[(4-{[cyclohexyl(3,5-dimethyl-1-benzofuran-2-yl)methyl]amino}phenyl)carbonyl](methyl)amino}propanoate). Yield: 66.4%. RXN SMILES: Cl[CH:2]([CH:14]1[CH2:19][CH2:18][CH2:17][CH2:16][CH2:15]1)[C:3]1[O:4][C:5]2[CH:12]=[CH:11][C:10]([CH3:13])=[CH:9][C:6]=2[C:7]=1[CH3:8].[NH2:20][C:21]1[CH:26]=[CH:25][C:24]([C:27]([N:29]([CH3:37])[CH2:30][CH2:31][C:32]([O:34][CH2:35][CH3:36])=[O:33])=[O:28])=[CH:23][CH:22]=1.[I-].[Na+].C(=O)([O-])[O-].[Na+].[Na+].Cl>CN(C)C=O>[CH:14]1([CH:2]([NH:20][C:21]2[CH:22]=[CH:23][C:24]([C:27]([N:29]([CH3:37])[CH2:30][CH2:31][C:32]([O:34][CH2:35][CH3:36])=[O:33])=[O:28])=[CH:25][CH:26]=2)[C:3]2[O:4][C:5]3[CH:12]=[CH:11][C:10]([CH3:13])=[CH:9][C:6]=3[C:7]=2[CH3:8])[CH2:19][CH2:18][CH2:17][CH2:16][CH2:15]1 |f:2.3,4.5.6|. Reported procedure: A mixture of 2-[chloro(cyclohexyl)methyl]-3,5-dimethyl-1-benzofuran (400 mg) synthesized in Example A90(4), ethyl 3-{[(4-aminophenyl)carbonyl](methyl)amino}propanoate (363 mg) synthesized in Example 2(2), sodium iodide (327 mg), sodium carbonate (231 mg) and N,N-dimethylformamide (10 mL) was stirred at 80° C. for 5 hr. 1N Hydrochloric acid was added to quench the reaction, and the mixture was extracted with ethyl acetate. The extract was washed with saturated brine, dried over magnesium sulfate,... Reactants: COC=1C=C(C=CC1)O (3-methoxyphenol), BrBr (bromine). Run in C(=S)=S (carbon disulfide). Conditions: time 30 minute. Yields the product BrC1=C(C=C(C=C1)OC)O (2-bromo-5-methoxyphenol). The yield is 85.0%. Reaction SMILES: [CH3:1][O:2][C:3]1[CH:4]=[C:5]([OH:9])[CH:6]=[CH:7][CH:8]=1.[Br:10]Br>C(=S)=S>[Br:10][C:6]1[CH:7]=[CH:8][C:3]([O:2][CH3:1])=[CH:4][C:5]=1[OH:9]. Procedure: To a mixed solution of 25 g of 3-methoxyphenol and 100 ml of carbon disulfide (CS2) was added dropwise 10.3 ml of bromine at room temperature. After stirring the mixture for 30 minutes, the solvent was removed under reduced pressure, and water was added to the residue. The reaction mixture was extracted with diethyl ether. The extract was washed and dried, and the solvent was removed under reduced pressure to give 34.8 g of 2-bromo-5-methoxyphenol (yield: 85%, boiling point: 96°-98° C. (4 mmHg),... Isolated yield 62.7%. Reaction conditions: time 12 hour. The product is NC=1SC=C(N1)/C(/C(=O)O)=N/OCC1=NN=NN1C (2-(2-amino-4-thiazolyl)-2-[(Z)-[(1-methyl-1H-tetrazol-5-yl)methoxy]imino]-acetic acid). Procedure: 24.9 g of ethyl 2-(2-amino-4-thiazolyl)-2-[(Z)-[(1-methyl-1H-tetrazol-5-yl)methoxy]imino]-acetate are dissolved in 100 ml of methanol and the solution is treated with 250 ml of 1N aqueous sodium hydroxide solution. The mixture is stirred at room temperature for 12 hours and treated with 150 ml of water. The methanol is subsequently removed under reduced pressure. The aqueous solution is washed with ethyl acetate and treated with 250 ml of 1N aqueous hydrochloric acid. The acid crystallizes upon ... Starting materials: [OH-].[Na+] (sodium hydroxide), NC=1SC=C(N1)/C(/C(=O)OCC)=N/OCC1=NN=NN1C (ethyl 2-(2-amino-4-thiazolyl)-2-[(Z)-[(1-methyl-1H-tetrazol-5-yl)methoxy]imino]-acetate), O (water). Run in CO (methanol). As a reaction SMILES: [NH2:1][C:2]1[S:3][CH:4]=[C:5](/[C:7](=[N:13]/[O:14][CH2:15][C:16]2[N:20]([CH3:21])[N:19]=[N:18][N:17]=2)/[C:8]([O:10]CC)=[O:9])[N:6]=1.[OH-].[Na+].O>CO>[NH2:1][C:2]1[S:3][CH:4]=[C:5](/[C:7](=[N:13]/[O:14][CH2:15][C:16]2[N:20]([CH3:21])[N:19]=[N:18][N:17]=2)/[C:8]([OH:10])=[O:9])[N:6]=1 |f:1.2|.